Dataset: the Open Reaction Database (ORD), a public repository of structured organic reaction records. Task: describe an organic reaction: reactants, conditions, products, and yield Starting materials: C(C1=CC=CC=C1)OC(=O)[C@@H]1[C@H](CCC1)C(=O)O ((1S,2S)-cyclopentane-1,2-dicarboxylic acid monobenzyl ester), C(C)(C)(C)C=1C=C(C=CC1)NC(C1=CC=C(C=C1)C1CCNCC1)=O (N-(3-tert-butyl-phenyl)-4-piperidin-4-yl-benzamide), C(C)(C)(C)C=1C=C(C=CC1)NC(=O)C=1C=CC(=NC1)N1CCN(CC1)C(=O)[C@@H]1[C@H](CCC1)C(=O)O ((1S,2S)-2-{4-[5-(3-tert-butyl-phenylcarbamoyl)-pyridin-2-yl]-piperazine-1-carbonyl}-cyclopentane-carboxylic acid). The product is C(C)(C)(C)C=1C=C(C=CC1)NC(=O)C1=CC=C(C=C1)C1CCN(CC1)C(=O)[C@H]1[C@@H](CCC1)C(=O)O ((1R,2R)-2-{4-[4-(3-tert-Butyl-phenylcarbamoyl)-phenyl]-piperidine-1-carbonyl}-cyclopentanecarboxylic acid). RXN SMILES: C(O[C:9]([C@H:11]1[CH2:15][CH2:14][CH2:13][C@@H:12]1[C:16]([OH:18])=[O:17])=[O:10])C1C=CC=CC=1.[C:19]([C:23]1[CH:24]=[C:25]([NH:29][C:30](=[O:43])[C:31]2[CH:36]=[CH:35][C:34]([CH:37]3[CH2:42][CH2:41][NH:40][CH2:39][CH2:38]3)=[CH:33][CH:32]=2)[CH:26]=[CH:27][CH:28]=1)([CH3:22])([CH3:21])[CH3:20].C(C1C=C(NC(C2C=CC(N3CCN(C([C@H]4CCC[C@@H]4C(O)=O)=O)CC3)=NC=2)=O)C=CC=1)(C)(C)C>>[C:19]([C:23]1[CH:24]=[C:25]([NH:29][C:30]([C:31]2[CH:32]=[CH:33][C:34]([CH:37]3[CH2:38][CH2:39][N:40]([C:9]([C@@H:11]4[CH2:15][CH2:14][CH2:13][C@H:12]4[C:16]([OH:18])=[O:17])=[O:10])[CH2:41][CH2:42]3)=[CH:35][CH:36]=2)=[O:43])[CH:26]=[CH:27][CH:28]=1)([CH3:22])([CH3:20])[CH3:21]. Procedure details: (1R,2R)-2-{4-[4-(3-tert-Butyl-phenylcarbamoyl)-phenyl]-piperidine-1-carbonyl}-cyclopentanecarboxylic acid was synthesized from (1S,2S)-cyclopentane-1,2-dicarboxylic acid monobenzyl ester and N-(3-tert-butyl-phenyl)-4-piperidin-4-yl-benzamide in a manner similar to the one described in the synthesis of (1S,2S)-2-{4-[5-(3-tert-butyl-phenylcarbamoyl)-pyridin-2-yl]-piperazine-1-carbonyl}-cyclopentane-carboxylic acid above. LCMS calcd for C29H36N2O4 (m/e) 476, obsd 477 (M+H). Reaction SMILES: [C:1]([O:2][C:3](=[O:4])[N:8]1[CH2:9][CH2:10][CH:11]([CH2:14][O:15][c:16]2[c:17]([O:35][CH3:36])[cH:18][c:19]3[c:20]([NH:26][c:27]4[c:28]([F:34])[cH:29][c:30]([CH3:33])[cH:31][cH:32]4)[n:21][cH:22][n:23][c:24]3[cH:25]2)[CH2:12][CH2:13]1)([CH3:5])([CH3:6])[CH3:7].[CH2:44]([Cl:45])[Cl:46].[F:37][C:38]([F:39])([F:40])[C:41]([OH:42])=[O:43]>>[NH:8]1[CH2:9][CH2:10][CH:11]([CH2:14][O:15][c:16]2[c:17]([O:35][CH3:36])[cH:18][c:19]3[c:20]([NH:26][c:27]4[c:28]([F:34])[cH:29][c:30]([CH3:33])[cH:31][cH:32]4)[n:21][cH:22][n:23][c:24]3[cH:25]2)[CH2:12][CH2:13]1. Reactants: COc1cc2c(Nc3ccc(C)cc3F)ncnc2cc1OCC1CCN(C(=O)OC(C)(C)C)CC1, ClCCl, O=C(O)C(F)(F)F. Yields the product COc1cc2c(Nc3ccc(C)cc3F)ncnc2cc1OCC1CCNCC1. Starting materials: ClC1=C(C(=O)OC(C)C)C=CC(=C1)C(CCCCCCCCCCCCCCCCC)=O (1-methylethyl 2-chloro-4-(1-oxooctadecyl)benzoate), O.[OH-].[Li+] (lithium hydroxide monohydrate), O1CCCC1 (tetrahydrofuran), Cl (hydrochloric acid). Solvent: O (water), O (water), C(C)(C)O (isopropyl alcohol). Conditions: time 20 hour. The product is ClC1=C(C(=O)O)C=CC(=C1)C(CCCCCCCCCCCCCCCCC)=O (2-chloro-4-(1-oxooctadecyl)benzoic acid). Reaction SMILES: [Cl:1][C:2]1[CH:13]=[C:12]([C:14](=[O:32])[CH2:15][CH2:16][CH2:17][CH2:18][CH2:19][CH2:20][CH2:21][CH2:22][CH2:23][CH2:24][CH2:25][CH2:26][CH2:27][CH2:28][CH2:29][CH2:30][CH3:31])[CH:11]=[CH:10][C:3]=1[C:4]([O:6]C(C)C)=[O:5].O1CCCC1.O.[OH-].[Li+].Cl>C(O)(C)C.O>[Cl:1][C:2]1[CH:13]=[C:12]([C:14](=[O:32])[CH2:15][CH2:16][CH2:17][CH2:18][CH2:19][CH2:20][CH2:21][CH2:22][CH2:23][CH2:24][CH2:25][CH2:26][CH2:27][CH2:28][CH2:29][CH2:30][CH3:31])[CH:11]=[CH:10][C:3]=1[C:4]([OH:6])=[O:5] |f:2.3.4|. Reported procedure: The product from Example 10 (270 mg) was suspended in 10 ml of isopropyl alcohol and warmed. 20 ml of tetrahydrofuran was added. 200 mg of lithium hydroxide monohydrate in 3 ml of water was added followed by an additional 5 ml of water. The reaction mixture was stirred at room temperature for about 20 hours and 20 ml of 10% hydrochloric acid was added. The organic solvents were removed using a rotary evaporator and the residue was extracted with two 50 ml portions of ethyl ether. The ether extra... Starting materials: C(=O)(O)[O-].[Na+] (NaHCO3), COC=1C=C(C=CC1[N+](=O)[O-])N1CCC(CC1)=O (1-[3-(methyloxy)-4-nitrophenyl]-4-piperidinone), [C@@H]12N(C[C@@H](NC1)C2)C(=O)OC(C)(C)C (1,1-dimethylethyl (1S,4S)-2,5-diazabicyclo[2.2.1]heptane-2-carboxylate), CC(=O)O (HOAc), TEA, C(C)(=O)O[BH-](OC(C)=O)OC(C)=O.[Na+] (sodium triacetoxyborohydride). The solvent is C(Cl)Cl (DCM). Reaction conditions: time 1 hour. Product: COC=1C=C(C=CC1[N+](=O)[O-])N1CCC(CC1)N1[C@@H]2CN([C@H](C1)C2)C(=O)OC(C)(C)C (1,1-dimethylethyl (1S,4S)-5-{1-[3-(methyloxy)-4-nitrophenyl]-4-piperidinyl}-2,5-diazabicyclo[2.2.1]heptane-2-carboxylate). The yield is 96.0%. RXN SMILES: [CH3:1][O:2][C:3]1[CH:4]=[C:5]([N:12]2[CH2:17][CH2:16][C:15](=O)[CH2:14][CH2:13]2)[CH:6]=[CH:7][C:8]=1[N+:9]([O-:11])=[O:10].[C@H:19]12[CH2:25][C@H:22]([NH:23][CH2:24]1)[CH2:21][N:20]2[C:26]([O:28][C:29]([CH3:32])([CH3:31])[CH3:30])=[O:27].CC(O)=O.C(O[BH-](OC(=O)C)OC(=O)C)(=O)C.[Na+].C([O-])(O)=O.[Na+]>C(Cl)Cl>[CH3:1][O:2][C:3]1[CH:4]=[C:5]([N:12]2[CH2:17][CH2:16][CH:15]([N:23]3[CH2:24][C@@H:19]4[CH2:25][C@H:22]3[CH2:21][N:20]4[C:26]([O:28][C:29]([CH3:32])([CH3:31])[CH3:30])=[O:27])[CH2:14][CH2:13]2)[CH:6]=[CH:7][C:8]=1[N+:9]([O-:11])=[O:10] |f:3.4,5.6|. Reported procedure: To 1-[3-(methyloxy)-4-nitrophenyl]-4-piperidinone (Example 57, step B) (0.63 g, 2.5 mmol), 1,1-dimethylethyl (1S,4S)-2,5-diazabicyclo[2.2.1]heptane-2-carboxylate (1.0 g, 5.0 mmol), HOAc (0.23 g, 3.8 mmol), TEA (0.25 g, 2.5 mmol) in DCM (20 mL) is added sodium triacetoxyborohydride (0.81 g, 3.8 mmol). The mixture was stirred for 1 h then poured into saturated NaHCO3 solution (30 mL). The layers are separated and the aqueous layer washed with DCM. The organics are combined, dried (MgSO4), filtered... The reactants are C(C)(=O)OCC=1C=C(C=2C(N(CCOC2N1)CC1=CC(=CC(=C1)C(F)(F)F)C(F)(F)F)=O)C1=CC=CC=C1 (8-acetoxymethyl-4-[3,5-bis(trifluoromethyl)benzyl]-2,3,4,5-tetrahydro-5-oxo-6-phenylpyrido[3,2-f][1,4]oxazepine), [OH-].[Na+] (NaOH). The solvent is C(C)O (ethanol). Run at time 1.5 hour. Yields the product FC(C=1C=C(CN2CCOC3=C(C2=O)C(=CC(=N3)CO)C3=CC=CC=C3)C=C(C1)C(F)(F)F)(F)F (4-[3,5-Bis(trifluoromethyl)benzyl]-8-hydroxymethyl-2,3,4,5-tetrahydro-5-oxo-6-phenylpyrido[3,2-f][1,4]oxazepine). The yield is 98.6%. RXN SMILES: C([O:4][CH2:5][C:6]1[CH:7]=[C:8]([C:33]2[CH:38]=[CH:37][CH:36]=[CH:35][CH:34]=2)[C:9]2[C:10](=[O:32])[N:11]([CH2:17][C:18]3[CH:23]=[C:22]([C:24]([F:27])([F:26])[F:25])[CH:21]=[C:20]([C:28]([F:31])([F:30])[F:29])[CH:19]=3)[CH2:12][CH2:13][O:14][C:15]=2[N:16]=1)(=O)C.[OH-].[Na+]>C(O)C>[F:31][C:28]([F:29])([F:30])[C:20]1[CH:19]=[C:18]([CH:23]=[C:22]([C:24]([F:27])([F:26])[F:25])[CH:21]=1)[CH2:17][N:11]1[C:10](=[O:32])[C:9]2[C:8]([C:33]3[CH:34]=[CH:35][CH:36]=[CH:37][CH:38]=3)=[CH:7][C:6]([CH2:5][OH:4])=[N:16][C:15]=2[O:14][CH2:13][CH2:12]1 |f:1.2|. Procedure details: A mixture of 8-acetoxymethyl-4-[3,5-bis(trifluoromethyl)benzyl]-2,3,4,5-tetrahydro-5-oxo-6-phenylpyrido[3,2-f][1,4]oxazepine (Example 37) (4,51 g), ethanol (50 ml), and 4N-NaOH (50 ml) was stirred for 1.5 hours at room temperature. After evaporation of the solvent, water was added to the residue. The pH of the mixture was adjusted to ca.8 using dilute hydrochloric acid, and extracted with ethyl acetate. The extract was washed with water, dried and evaporated to give the entitled compound as colo... Starting materials: COc1ccc(CO)cc1, ClCCl, FC(F)CC(=S)Cl. Yields the product COc1ccc(COC(=S)CC(F)F)cc1. As a reaction SMILES: [CH3:1][O:2][c:3]1[cH:4][cH:5][c:6]([CH2:7][OH:8])[cH:9][cH:10]1.[Cl:18][CH2:19][Cl:20].[F:11][CH:12]([F:13])[CH2:14][C:15](=[S:16])[Cl:17]>>[CH3:1][O:2][c:3]1[cH:4][cH:5][c:6]([CH2:7][O:8][C:15]([CH2:14][CH:12]([F:11])[F:13])=[S:16])[cH:9][cH:10]1. Starting materials: CCN, Cc1cc(C(F)(C(F)(F)F)C(F)(F)F)cc(C)c1NC(=O)c1cc([N+](=O)[O-])ccc1F, CC#N, O. Product: CCNc1ccc([N+](=O)[O-])cc1C(=O)Nc1c(C)cc(C(F)(C(F)(F)F)C(F)(F)F)cc1C. As a reaction SMILES: [CH2:32]([CH3:33])[NH2:34].[CH3:1][c:2]1[c:3]([NH:19][C:20]([c:21]2[c:22]([F:30])[cH:23][cH:24][c:25]([N+:27](=[O:28])[O-:29])[cH:26]2)=[O:31])[c:4]([CH3:18])[cH:5][c:6]([C:8]([C:9]([F:10])([F:11])[F:12])([C:13]([F:14])([F:15])[F:16])[F:17])[cH:7]1.[CH3:36][C:37]#[N:38].[OH2:35]>>[CH3:1][c:2]1[c:3]([NH:19][C:20]([c:21]2[c:22]([NH:34][CH2:32][CH3:33])[cH:23][cH:24][c:25]([N+:27](=[O:28])[O-:29])[cH:26]2)=[O:31])[c:4]([CH3:18])[cH:5][c:6]([C:8]([C:9]([F:10])([F:11])[F:12])([C:13]([F:14])([F:15])[F:16])[F:17])[cH:7]1. The reactants are [N-]=C=O (isocyanate), ClC1=CC=C(CN2N=C(N=C2[C@@H]2NCCC2)C)C=C1 ((R)-1-(4-chlorobenzyl)-3-methyl-5-(pyrrolidin-2-yl)-1H-1,2,4-triazole), C(C)(C)N(C(C)C)CC (N,N-diisopropylethylamine), ClC(Cl)(OC(OC(Cl)(Cl)Cl)=O)Cl (triphosgene), FC(C1=CC=C2[C@H](CCOC2=C1)N)(F)F ((S)-7-(trifluoromethyl)chroman-4-amine), C(C)(C)N(C(C)C)CC (N,N-diisopropylethylamine). Solvent: ClCCl (dichloromethane), ClCCl (dichloromethane), ClCCl (dichloromethane). Conditions: time 30 minute. The product is ClC1=CC=C(CN2N=C(N=C2[C@@H]2N(CCC2)C(=O)N[C@H]2CCOC3=CC(=CC=C23)C(F)(F)F)C)C=C1 ((R)-2-(2-(4-chlorobenzyl)-5-methyl-2H-1,2,4-triazol-3-yl)-N—((S)-7-(trifluoromethyl)-3,4-dihydro-2H-chromen-4-yl)pyrrolidine-1-carboxamide). The yield is 15.0%. Reaction SMILES: ClC(Cl)(OC(=O)OC(Cl)(Cl)Cl)Cl.[F:13][C:14]([F:27])([F:26])[C:15]1[CH:24]=[C:23]2[C:18]([C@@H:19]([NH2:25])[CH2:20][CH2:21][O:22]2)=[CH:17][CH:16]=1.C(N(CC)C(C)C)(C)C.[N-:37]=[C:38]=[O:39].[Cl:40][C:41]1[CH:58]=[CH:57][C:44]([CH2:45][N:46]2[C:50]([C@H:51]3[CH2:55][CH2:54][CH2:53]N3)=[N:49][C:48]([CH3:56])=[N:47]2)=[CH:43][CH:42]=1>ClCCl>[Cl:40][C:41]1[CH:58]=[CH:57][C:44]([CH2:45][N:46]2[C:50]([C@H:51]3[CH2:55][CH2:54][CH2:53][N:37]3[C:38]([NH:25][C@@H:19]3[C:18]4[C:23](=[CH:24][C:15]([C:14]([F:13])([F:26])[F:27])=[CH:16][CH:17]=4)[O:22][CH2:21][CH2:20]3)=[O:39])=[N:49][C:48]([CH3:56])=[N:47]2)=[CH:43][CH:42]=1. Reported procedure: To a stirring solution of triphosgene (18 mg, 0.06 mmol) in dichloromethane (3 ml) was slowly added dropwise via syringe a premixed solution of (S)-7-(trifluoromethyl)chroman-4-amine (39 mg, 0.18 mmol) and N,N-diisopropylethylamine (0.069 ml) dissolved in dichloromethane (3 ml). The reaction mixture was stirred at room temperature for 30 minutes. The isocyanate thereby generated was then treated dropwise with a solution of (R)-1-(4-chlorobenzyl)-3-methyl-5-(pyrrolidin-2-yl)-1H-1,2,4-triazole (52...